This data is from the Open Reaction Database (ORD), a public repository of structured organic reaction records. The task is: describe an organic reaction: reactants, conditions, products, and yield The reactants are CCO, [Cl-], COc1cc2nccc(Oc3ccc([N+](=O)[O-])cc3F)c2cc1OC, [Fe], [NH4+], O. Yields the product COc1cc2nccc(Oc3ccc(N)cc3F)c2cc1OC. Reaction SMILES: [CH3:28][CH2:29][OH:30].[Cl-:26].[F:1][c:2]1[c:3]([O:4][c:5]2[cH:6][cH:7][n:8][c:9]3[cH:10][c:11]([O:17][CH3:18])[c:12]([O:15][CH3:16])[cH:13][c:14]23)[cH:19][cH:20][c:21]([N+:23]([O-:24])=[O:25])[cH:22]1.[Fe:32].[NH4+:27].[OH2:31]>>[F:1][c:2]1[c:3]([O:4][c:5]2[cH:6][cH:7][n:8][c:9]3[cH:10][c:11]([O:17][CH3:18])[c:12]([O:15][CH3:16])[cH:13][c:14]23)[cH:19][cH:20][c:21]([NH2:23])[cH:22]1. Reactants: CC1=C(C=C(C=C1)C=1OC(=NN1)C)C1=CC=C(C=C1)C(=O)O (2′-Methyl-5′-(5-methyl-1,3,4-oxadiazol-2-yl)-1,1′-biphenyl 4-carboxylic acid), C=1C=CC2=C(C1)N=NN2O (HOBT), Cl.CN(CCCN=C=NCC)C (1-(3 dimethylaminopropyl)-3-ethyl carbodiimide hydrochloride), C1(CCCCC1)CCN (2-cyclohexylethylamine). The solvent is CN(C)C=O (DMF). Run at time 18 hour. Product: C1(CCCCC1)CCNC(=O)C1=CC=C(C=C1)C1=C(C=CC(=C1)C=1OC(=NN1)C)C (N-(2-cyclohexylethyl)-2′-methyl-5′-(5-methyl-1,3,4-oxadiazol-2-yl)-1,1′-biphenyl-4-carboxamide). RXN SMILES: [CH3:1][C:2]1[CH:7]=[CH:6][C:5]([C:8]2[O:9][C:10]([CH3:13])=[N:11][N:12]=2)=[CH:4][C:3]=1[C:14]1[CH:19]=[CH:18][C:17]([C:20](O)=[O:21])=[CH:16][CH:15]=1.C1C=CC2N(O)N=NC=2C=1.Cl.CN(C)CCCN=C=NCC.[CH:45]1([CH2:51][CH2:52][NH2:53])[CH2:50][CH2:49][CH2:48][CH2:47][CH2:46]1>CN(C=O)C>[CH:45]1([CH2:51][CH2:52][NH:53][C:20]([C:17]2[CH:18]=[CH:19][C:14]([C:3]3[CH:4]=[C:5]([C:8]4[O:9][C:10]([CH3:13])=[N:11][N:12]=4)[CH:6]=[CH:7][C:2]=3[CH3:1])=[CH:15][CH:16]=2)=[O:21])[CH2:50][CH2:49][CH2:48][CH2:47][CH2:46]1 |f:2.3|. Procedure: 2′-Methyl-5′-(5-methyl-1,3,4-oxadiazol-2-yl)-1,1′-biphenyl 4-carboxylic acid (11.3 mg, 0.034 mmol), HOBT (6.0 mg, 0.044 mmol), 1-(3 dimethylaminopropyl)-3-ethyl carbodiimide hydrochloride (8.0 mg, 0.042 mmol) and 2-cyclohexylethylamine (0.34 mmol) were mixed in DMF (0.7 ml) and the reaction left at room temperature for 18 h. The DMF was evaporated under vacuum and the residue partitioned between DCM (0.4 ml) and water (0.4 ml). The organic phase was washed with aqueous sodium hydroxide (0.5M, 0.... The reactants are N',N'-Dipropenylaminocarbonyl chloride, C(C)N(CC(=O)O)CP(=O)(OC1=CC=CC=C1)OC1=CC=CC=C1 (ethyl-N-diphenoxyphosphinylmethylglycine), N12CCCN=CC2CCCC1 (1,5-diazabicyclo[5.4.0]undec-5-ene), O1CCCC1 (tetrahydrofuran), CCOCC (ether). Reaction conditions: temperature 26 celsius, time 64 hour. Product: C(C)OC(CN(CP(=O)(OC1=CC=CC=C1)OC1=CC=CC=C1)C(=O)N(C=CC)C=CC)=O (ethyl-N-[N',N'-dipropenylaminocarbonyl]-N-diphenoxyphosphinylmethylglycinate). Yield: 19.3%. As a reaction SMILES: C([N:3]([CH2:8][P:9]([O:18][C:19]1[CH:24]=[CH:23][CH:22]=[CH:21][CH:20]=1)([O:11][C:12]1[CH:17]=[CH:16][CH:15]=[CH:14][CH:13]=1)=[O:10])[CH2:4][C:5]([OH:7])=[O:6])C.[N:25]12[CH2:35]C[CH2:33][CH2:32][CH:31]1C=N[CH2:28][CH2:27][CH2:26]2.O1CC[CH2:38][CH2:37]1.CC[O:43]CC>>[CH2:37]([O:7][C:5](=[O:6])[CH2:4][N:3]([C:35]([N:25]([CH:26]=[CH:27][CH3:28])[CH:31]=[CH:32][CH3:33])=[O:43])[CH2:8][P:9]([O:11][C:12]1[CH:13]=[CH:14][CH:15]=[CH:16][CH:17]=1)([O:18][C:19]1[CH:20]=[CH:21][CH:22]=[CH:23][CH:24]=1)=[O:10])[CH3:38]. Procedure: N',N'-Dipropenylaminocarbonyl chloride (5.6 g; 0.035 mol.) was added to a mixture of ethyl-N-diphenoxyphosphinylmethylglycine (8.4 g; 0.026 mol.) and 1,5-diazabicyclo[5.4.0]undec-5-ene (5.47 g; 0.036 mol.) in 50 ml. of tetrahydrofuran. The reaction mixture was stirred at 26° C. under a nitrogen atmosphere for 64 hours. The reaction mixture was concentrated in vacuo and the resulting residue was diluted with chloroform. The chloroform solution was washed with water, dried over magnesium sulfate a... Starting materials: Cc1ccc(-c2[nH]c3cc(NC(=O)C(CCc4ccccc4)NC(=O)OC(C)(C)C)cc4c(=O)[nH]ncc2c34)cn1, Cl. The product is Cc1ccc(-c2[nH]c3cc(NC(=O)C(N)CCc4ccccc4)cc4c(=O)[nH]ncc2c34)cn1. RXN SMILES: [CH3:1][c:2]1[cH:3][cH:4][c:5](-[c:8]2[nH:9][c:10]3[cH:11][c:12]([NH:22][C:23](=[O:24])[CH:25]([CH2:26][CH2:27][c:28]4[cH:29][cH:30][cH:31][cH:32][cH:33]4)[NH:34][C:35](=[O:36])[O:37][C:38]([CH3:39])([CH3:40])[CH3:41])[cH:13][c:14]4[c:15]3[c:16]2[cH:17][n:18][nH:19][c:20]4=[O:21])[cH:6][n:7]1.[ClH:42]>>[CH3:1][c:2]1[cH:3][cH:4][c:5](-[c:8]2[nH:9][c:10]3[cH:11][c:12]([NH:22][C:23](=[O:24])[CH:25]([CH2:26][CH2:27][c:28]4[cH:29][cH:30][cH:31][cH:32][cH:33]4)[NH2:34])[cH:13][c:14]4[c:15]3[c:16]2[cH:17][n:18][nH:19][c:20]4=[O:21])[cH:6][n:7]1. Starting materials: C(C1=CC=CC=C1)=C1NCCC2=CC=CC=C12 (1-benzal-1,2,3,4-tetrahydroisoquinoline), N1(C)C(=O)N(C)C=2N=CN(C2C1=O)CC(=O)O (theophylline-7-acetic acid). The solvent is C(CC)O (n-propanol). Yields the product C(C1=CC=CC=C1)=C1[NH2+]CCC2=CC=CC=C12.N1(C)C(=O)N(C)C=2N=CN(C2C1=O)CC(=O)[O-] (1-benzal-1,2,3,4-tetrahydroisoquinolinium theophylline-7-acetate). Yield: 48.0%. Reaction SMILES: [CH:1](=[C:8]1[C:17]2[C:12](=[CH:13][CH:14]=[CH:15][CH:16]=2)[CH2:11][CH2:10][NH:9]1)[C:2]1[CH:7]=[CH:6][CH:5]=[CH:4][CH:3]=1.[N:18]1([C:29](=[O:30])[C:28]2[N:27]([CH2:31][C:32]([OH:34])=[O:33])[CH:26]=[N:25][C:24]=2[N:22]([CH3:23])[C:20]1=[O:21])[CH3:19]>C(O)CC>[CH:1](=[C:8]1[C:17]2[C:12](=[CH:13][CH:14]=[CH:15][CH:16]=2)[CH2:11][CH2:10][NH2+:9]1)[C:2]1[CH:3]=[CH:4][CH:5]=[CH:6][CH:7]=1.[N:18]1([C:29](=[O:30])[C:28]2[N:27]([CH2:31][C:32]([O-:34])=[O:33])[CH:26]=[N:25][C:24]=2[N:22]([CH3:23])[C:20]1=[O:21])[CH3:19] |f:3.4|. Procedure details: 2.21 g. (0.01 mole) of 1-benzal-1,2,3,4-tetrahydroisoquinoline and 2.38 g. (0.01 mole) of theophylline-7-acetic acid are dissolved under boiling in 25 ml. of n-propanol. The undissolved substances is filtered from the hot solution. The clear filtrate is crystallized while the mixture is cooled. The precipitated crystals are filtered out, covered with n-propanol and dried at room temperature. Thus 2.2 g. of 1-benzal-1,2,3,4-tetrahydroisoquinolinium-theophylline-7-acetate yield 48%) are obtained. ... Reactants: ClC=1N=C(C2=C(N1)CN(C2)C(=O)OC(C)(C)C)Cl (tert-butyl 2,4-dichloro-5H-pyrrolo[3,4-d]pyrimidine-6(7H)-carboxylate), CCN(C(C)C)C(C)C (DIPEA), 3-S-methyl morpholine, CCOC(=O)C (EtOAc). Solvent: C(Cl)Cl (DCM), C(Cl)Cl (DCM), C(=O)(O)[O-].[Na+] (NaHCO3), petroleum ether. Conditions: temperature 35 celsius, time 24 hour. Yields the product ClC=1N=C(C2=C(N1)CN(C2)C(=O)OC(C)(C)C)N2[C@H](COCC2)C ((S)-tert-butyl 2-chloro-4-(3-methylmorpholino)-5H-pyrrolo[3,4-d]pyrimidine-6(7H)-carboxylate), solid. The yield is 91.5%. As a reaction SMILES: [Cl:1][C:2]1[N:3]=[C:4](Cl)[C:5]2[CH2:10][N:9]([C:11]([O:13][C:14]([CH3:17])([CH3:16])[CH3:15])=[O:12])[CH2:8][C:6]=2[N:7]=1.[CH3:19][CH2:20][N:21](C(C)C)[CH:22]([CH3:24])[CH3:23].CC[O:30]C(C)=O>C(Cl)Cl.C([O-])(O)=O.[Na+]>[Cl:1][C:2]1[N:3]=[C:4]([N:21]2[CH2:20][CH2:19][O:30][CH2:23][C@@H:22]2[CH3:24])[C:5]2[CH2:10][N:9]([C:11]([O:13][C:14]([CH3:17])([CH3:16])[CH3:15])=[O:12])[CH2:8][C:6]=2[N:7]=1 |f:4.5|. Reported procedure: To a solution of tert-butyl 2,4-dichloro-5H-pyrrolo[3,4-d]pyrimidine-6(7H)-carboxylate (1.61 g, 5.54 mmol) and DIPEA (1.1 mL, 6.21 mmol) at room temperature (20° C.) in DCM (10 mL) was added 3-S-methyl morpholine (0.98 g, 9.65 mmol). The reaction mixture was heated to 35° C. and stirred for 24 h. The reaction was diluted with DCM and Sat. NaHCO3. The organic layer was rinsed (brine), dried (anhydrous Na2SO4) and concentrated in vacuo. The desired product was isolated by flash chromatography (sil...